From a dataset of the Open Reaction Database (ORD), a public repository of structured organic reaction records. describe an organic reaction: reactants, conditions, products, and yield The reactants are B, C1CCOC1, CSC, O=C(N1CCC2(CC1)OCCO2)C(F)(F)F. Yields the product FC(F)(F)CN1CCC2(CC1)OCCO2. Reaction SMILES: [BH3:25].[CH2:17]1[O:18][CH2:19][CH2:20][CH2:21]1.[CH3:22][S:23][CH3:24].[O:1]1[CH2:2][CH2:3][O:4][C:5]12[CH2:6][CH2:7][N:8]([C:11]([C:12]([F:13])([F:14])[F:15])=[O:16])[CH2:9][CH2:10]2>>[O:1]1[CH2:2][CH2:3][O:4][C:5]12[CH2:6][CH2:7][N:8]([CH2:11][C:12]([F:13])([F:14])[F:15])[CH2:9][CH2:10]2. Starting materials: N1=C(C=NC=C1)N1N=C(C=2C[C@H]3[C@@H](C12)C3)C(=O)O ((1aS,5aS)-2-(Pyrazin-2-yl)-1a,2,5,5a-tetrahydro-1H-2,3-diaza-cyclopropa[a]pentalene-4-carboxylic Acid), Cl.FC(C1(CC1)N)(F)F (1-(trifluoromethyl)cyclopropanamine hydrochloride). The product is FC(C1(CC1)NC(=O)C=1C=2C[C@H]3[C@@H](C2N(N1)C1=NC=CN=C1)C3)(F)F ((1aS,5aS)-2-Pyrazin-2-yl-1a,2,5,5a-tetrahydro-1H-2,3-diaza-cyclopropa[a]pentalene-4-carboxylic Acid (1-Trifluoromethyl-cyclopropyl)-amide). RXN SMILES: [N:1]1[CH:6]=[CH:5][N:4]=[CH:3][C:2]=1[N:7]1[C:14]2[C@H:13]3[CH2:15][C@H:12]3[CH2:11][C:10]=2[C:9]([C:16]([OH:18])=O)=[N:8]1.Cl.[F:20][C:21]([F:27])([F:26])[C:22]1([NH2:25])[CH2:24][CH2:23]1>>[F:20][C:21]([F:27])([F:26])[C:22]1([NH:25][C:16]([C:9]2[C:10]3[CH2:11][C@@H:12]4[CH2:15][C@@H:13]4[C:14]=3[N:7]([C:2]3[CH:3]=[N:4][CH:5]=[CH:6][N:1]=3)[N:8]=2)=[O:18])[CH2:24][CH2:23]1 |f:1.2|. Procedure: The title compound was prepared in a manner similar to that described in Method UU using Intermediate 4 and 1-(trifluoromethyl)cyclopropanamine hydrochloride. LCMS m/z=350.2 [M+H]+; 1H NMR (400 MHz, CDCl3) δ 0.47 (td, J=4.6, 3.2 Hz, 1H), 1.23-1.29 (m, 3H), 1.39-1.43 (m, 2H), 2.27-2.33 (m, 1H), 2.74-2.80 (m, 1H), 2.94 (d, J=16.8 Hz, 1H), 3.02 (dd, J=16.7 and 6.2 Hz, 1H), 7.31 (s, 1H), 8.42 (dd, J=2.5 and 1.5 Hz, 1H), 8.52 (d, J=2.5 Hz, 1H), 9.26 (d, J=1.4 Hz, 1H). Reactants: COC(=O)C=1C(=NC(=NC1)N1CCC(CC1)=NOC1CCN(CC1)C(=O)OC(C)C)C(F)(F)F (2-[4-(1-Isopropoxycarbonyl-piperidin-4-yloxyimino)-piperidin-1-yl]-4-trifluoromethyl-pyrimidine-5-carboxylic acid methyl ester), C1CCOC1 (THF), [OH-].[Na+] (NaOH). The solvent is Cl (HCl). Run at temperature 50 celsius. Yields the product C(C)(C)OC(=O)N1CCC(CC1)ON=C1CCN(CC1)C1=NC=C(C(=N1)C(F)(F)F)C(=O)O (2-[4-(1-Isopropoxycarbonyl-piperidin-4-yloxyimino)-piperidin-1-yl]-4-trifluoromethyl-pyrimidine-5-carboxylic acid). As a reaction SMILES: C[O:2][C:3]([C:5]1[C:6]([C:31]([F:34])([F:33])[F:32])=[N:7][C:8]([N:11]2[CH2:16][CH2:15][C:14](=[N:17][O:18][CH:19]3[CH2:24][CH2:23][N:22]([C:25]([O:27][CH:28]([CH3:30])[CH3:29])=[O:26])[CH2:21][CH2:20]3)[CH2:13][CH2:12]2)=[N:9][CH:10]=1)=[O:4].C1COCC1.[OH-].[Na+]>Cl>[CH:28]([O:27][C:25]([N:22]1[CH2:23][CH2:24][CH:19]([O:18][N:17]=[C:14]2[CH2:13][CH2:12][N:11]([C:8]3[N:7]=[C:6]([C:31]([F:33])([F:34])[F:32])[C:5]([C:3]([OH:4])=[O:2])=[CH:10][N:9]=3)[CH2:16][CH2:15]2)[CH2:20][CH2:21]1)=[O:26])([CH3:30])[CH3:29] |f:2.3|. Reported procedure: The crude 57a obtained in the previous step was taken up with THF (3 mL) and 1N NaOH (0.6 mL) and heated to 50° C. for 2 h. The mixture was cooled, diluted with 10 mL of 1N HCl and extracted with DCM (3×5 mL). The combined extracts were dried and concentrate to afford the crude 57b. Starting materials: C[O-], CO, Fc1ccc(F)c(NCC2CCOCC2)n1, [Na+]. The product is COc1ccc(F)c(NCC2CCOCC2)n1. As a reaction SMILES: [CH3:17][O-:18].[CH3:20][OH:21].[F:1][c:2]1[c:3]([NH:9][CH2:10][CH:11]2[CH2:12][CH2:13][O:14][CH2:15][CH2:16]2)[n:4][c:5]([F:8])[cH:6][cH:7]1.[Na+:19]>>[F:1][c:2]1[c:3]([NH:9][CH2:10][CH:11]2[CH2:12][CH2:13][O:14][CH2:15][CH2:16]2)[n:4][c:5]([O:18][CH3:17])[cH:6][cH:7]1. The reactants are ClC=1C=C(C=CC1)N1C(C2(CC1)CC(CCC2)=O)=O (2-(3-Chloro-phenyl)-2-aza-spiro[4.5]decane-1,7-dione), C(C)(=O)[O-].[NH4+] (ammonium acetate), C(#N)[BH3-].[Na+] (Sodium cyanoborohydride). Solvent: CO (methanol). Run at time 1 hour. Product: NC1CC2(CCN(C2=O)C)CCC1 (7-Amino-2-methyl-2-aza-spiro[4.5]decan-1-one). Yield: 142.2%. Reaction SMILES: ClC1C=[C:4]([N:8]2[CH2:12][CH2:11][C:10]3([CH2:17][CH2:16][CH2:15][C:14](=O)[CH2:13]3)[C:9]2=[O:19])C=CC=1.C([O-])(=O)C.[NH4+].C([BH3-])#[N:26].[Na+]>CO>[NH2:26][CH:14]1[CH2:15][CH2:16][CH2:17][C:10]2([C:9](=[O:19])[N:8]([CH3:4])[CH2:12][CH2:11]2)[CH2:13]1 |f:1.2,3.4|. Procedure: To a round bottom flask was added 2-(3-chloro-phenyl)-2-aza-spiro[4.5]decane-1,7-dione of step 5 (0.38 g, 1.35 mmol), methanol (4.92 mL), and ammonium acetate (1.25 g, 16.2 mmol). The mixture was stirred at rt for 1 hr. Sodium cyanoborohydride (0.085 g, 1.35 mmol) was then added. After stirring at rt for 2 hrs, the reaction mixture was quenched with ice and diluted with ethyl acetate (60 mL). The organic layer was washed with brine, dried over Na2SO4, and concentrated under reduced pressure to a... Reactants: ClCC(=O)NC1=C(C=NN1C)C (5-(chloroacetamido)-1,4-dimethyl-pyrazole), C(C1=CC=CC=C1)N (benzylamine). The solvent is CN(C=O)C (dimethyl formamide), O (water). Conditions: temperature 100 celsius. The product is C(C1=CC=CC=C1)NCC(=O)NC1=C(C=NN1C)C (5-(Benzylamino-acetamido)-1,4-dimethyl-pyrazole). Reaction SMILES: Cl[CH2:2][C:3]([NH:5][C:6]1[N:10]([CH3:11])[N:9]=[CH:8][C:7]=1[CH3:12])=[O:4].[CH2:13]([NH2:20])[C:14]1[CH:19]=[CH:18][CH:17]=[CH:16][CH:15]=1>CN(C)C=O.O>[CH2:13]([NH:20][CH2:2][C:3]([NH:5][C:6]1[N:10]([CH3:11])[N:9]=[CH:8][C:7]=1[CH3:12])=[O:4])[C:14]1[CH:19]=[CH:18][CH:17]=[CH:16][CH:15]=1. Reported procedure: 35 g of 5-(chloroacetamido)-1,4-dimethyl-pyrazole are dissolved in 300 ml of absolute dimethyl formamide and the solution, subsequent to the addition of 46 g of benzylamine, heated to 100° C. for 3 h. The cooled solution is diluted with water and extracted with dichloromethane. The dichloromethane phase is washed with a saturated table-salt solution, dried on sodium sulfate, and concentrated by evaporation. The residue is recrystallized from ethyl acetate. The reactants are Cl (hydrochloric acid), [H][H] (hydrogen), FC(C(C(F)(F)F)(O)C=1C=C(C=CC1)CC(=O)O)(F)F (3-[2,2,2-trifluoro-1-hydroxy-1-(trifluoromethyl)ethyl]benzeneactic acid). Run in O1CCCC1 (tetrahydrofuran). The product is FC(C(C(F)(F)F)(O)C=1C=C(C=CC1)CCO)(F)F (2-{3-[2,2,2-trifluoro-1-hydroxy-1-(trifluoromethyl)ethyl]phenyl}ethanol). The yield is 38.9%. As a reaction SMILES: [F:1][C:2]([F:20])([F:19])[C:3]([C:9]1[CH:10]=[C:11]([CH2:15][C:16](O)=[O:17])[CH:12]=[CH:13][CH:14]=1)([OH:8])[C:4]([F:7])([F:6])[F:5].Cl.[H][H]>O1CCCC1>[F:1][C:2]([F:19])([F:20])[C:3]([C:9]1[CH:10]=[C:11]([CH2:15][CH2:16][OH:17])[CH:12]=[CH:13][CH:14]=1)([OH:8])[C:4]([F:5])([F:7])[F:6]. Procedure details: To one liter of 1M borane-tetrahydrofuran complex was added a solution of 100 g (0.33 mole) of 3-[2,2,2-trifluoro-1-hydroxy-1-(trifluoromethyl)ethyl]benzeneactic acid in 200 ml of tetrahydrofuran. The solution is refluxed for 16 hours under nitrogen. The solution is then refluxed with 400 ml of 6N hydrochloric acid until evolution of hydrogen is complete. The mixture is filtered and evaporated. The residue is refluxed with 500 ml of methanol containing 10 ml of concentrated hydrochloric acid unt... Starting materials: [O-]S(=O)(=O)[O-].[Na+].[Na+] (Na2SO4), [BH4-].[Na+] (NaBH4), COC1=CC=C(C=O)C=C1 (4-Methoxybenzaldehyde), C1(CCC1)N (cyclobutanamine). Reagents/catalysts: Cl(=O)(=O)(=O)[O-].[Mg+2].Cl(=O)(=O)(=O)[O-] (magnesium perchlorate). Solvent: ClCCl (dichloromethane), [OH-].[Na+] (NaOH). Reaction conditions: time 45 minute. Yields the product COC1=CC=C(CNC2CCC2)C=C1 (N-(4-methoxybenzyl)cyclobutanamine). Isolated yield 95.8%. Reaction SMILES: [CH3:1][O:2][C:3]1[CH:10]=[CH:9][C:6]([CH:7]=O)=[CH:5][CH:4]=1.[CH:11]1([NH2:15])[CH2:14][CH2:13][CH2:12]1.[O-]S([O-])(=O)=O.[Na+].[Na+].[BH4-].[Na+]>ClCCl.[OH-].[Na+].Cl([O-])(=O)(=O)=O.[Mg+2].Cl([O-])(=O)(=O)=O>[CH3:1][O:2][C:3]1[CH:10]=[CH:9][C:6]([CH2:7][NH:15][CH:11]2[CH2:14][CH2:13][CH2:12]2)=[CH:5][CH:4]=1 |f:2.3.4,5.6,8.9,10.11.12|. Procedure details: 4-Methoxybenzaldehyde (5.63 mL, 46.4 mmol) and cyclobutanamine (3.3 g, 46.4 mmol) in dichloromethane (40 mL) were stirred at room temperature. After 45 min., magnesium perchlorate (0.231 g, 2.320 mmol) was added, and the reaction mixture was stirred at room temperature. After 16 hours, the reaction mixture was treated with Na2SO4 (2 g) and stirred at room temperature for 2 hours, filtered and concentrated to dryness. The reaction mixture was dissolved in methanol (40 mL), cooled to 0° C., and Na...